describe an organic reaction: reactants, conditions, products, and yield From a dataset of the Open Reaction Database (ORD), a public repository of structured organic reaction records. Starting materials: COC=1C=NC=CC1 (3-Methoxypyridine), OO (H2O2). Solvent: C(C)(=O)O (acetic acid). Conditions: temperature 70 celsius, time 8 hour. Yields the product COC=1C=[N+](C=CC1)[O-] (3-Methoxypyridine-1-oxide). The yield is 96.4%. As a reaction SMILES: [CH3:1][O:2][C:3]1[CH:4]=[N:5][CH:6]=[CH:7][CH:8]=1.[OH:9]O>C(O)(=O)C>[CH3:1][O:2][C:3]1[CH:4]=[N+:5]([O-:9])[CH:6]=[CH:7][CH:8]=1. Procedure: 3-Methoxypyridine (20.08g, 209 mmol) was dissolved in 100 mL of acetic acid. 30% H2O2 (28.3 mL, 275 mmol) was added and the reaction mixture was heated at 70° C. for six h. The cooled reaction mixture was concentrated and the residue dissolved in CH2Cl2 and stirred overnight with 20 g of solid potassium carbonate. The mixture was filtered and concentrated to give compound 762A (25.2g, 100%) as a light yellow solid which was characterized by 1H NMR and carried on to the next step. Reactants: CCO, Cl, [K+], [OH-], O, CCOC(=O)c1ccc(NCCOc2cccc3ccccc23)cc1. Product: O=C(O)c1ccc(NCCOc2cccc3ccccc23)cc1. RXN SMILES: [CH3:29][CH2:30][OH:31].[ClH:28].[K+:27].[OH-:26].[OH2:32].[c:1]1([O:11][CH2:12][CH2:13][NH:14][c:15]2[cH:16][cH:17][c:18]([C:19](=[O:20])[O:21][CH2:22][CH3:23])[cH:24][cH:25]2)[cH:2][cH:3][cH:4][c:5]2[cH:6][cH:7][cH:8][cH:9][c:10]12>>[c:1]1([O:11][CH2:12][CH2:13][NH:14][c:15]2[cH:16][cH:17][c:18]([C:19](=[O:20])[OH:21])[cH:24][cH:25]2)[cH:2][cH:3][cH:4][c:5]2[cH:6][cH:7][cH:8][cH:9][c:10]12.